Dataset: the Open Reaction Database (ORD), a public repository of structured organic reaction records. Task: describe an organic reaction: reactants, conditions, products, and yield The reactants are CC(C=C)=O (but-3-en-2-one), diene, C1CCOC1 (THF), CC(C=C)=O (but-3-en-2-one), CC(=C)C=C(C)C (2,4-dimethyl-1,3-pentadiene), ClCCl (Dichloromethane). The reagents and catalysts are [Cl-].[Al+3].[Cl-].[Cl-] (aluminum chloride). Run in O (water). Run at temperature 5 celsius. Product: CC1(C(CCC(=C1)C)C(C)=O)C (1-(2,2,4-trimethyl-cyclohex-3-enyl)-ethanone). The yield is 971.6%. Reaction SMILES: [CH3:1]C(=O)C=C.[CH2:6]1[CH2:10][O:9][CH2:8][CH2:7]1.[CH3:11][C:12]([CH:14]=[C:15](C)[CH3:16])=[CH2:13].ClCCl>[Cl-].[Al+3].[Cl-].[Cl-].O>[CH3:11][C:12]1([CH3:13])[CH:14]=[C:15]([CH3:16])[CH2:10][CH2:6][CH:7]1[C:8](=[O:9])[CH3:1] |f:4.5.6.7|. Procedure details: In a 500 ml sulfonation flask with cooling funnel, dropping funnel and mechanical stirring under air (*) at 5° C. was added but-3-en-2-one (43 ml; 0.52 mol) then THF (4.2 ml; 52 mmol) followed by a careful portionwise addition of aluminum chloride (3.5 g; 26 mmol). White fumes and increase of temperature to 20° C. were observed. The mixture turned red. The temperature was decreased to 15° C. and 2,4-dimethyl-1,3-pentadiene (68 ml; 0.52 mol) was added dropwise (90 min). Exothermic reaction was ob...